Task: describe an organic reaction: reactants, conditions, products, and yield. Dataset: the Open Reaction Database (ORD), a public repository of structured organic reaction records Starting materials: OC1=CC=C(C=C1)N=C=S (p-hydroxyphenylisothiocyanate), C1(CCCCC1)N=C=O (cyclohexylisocyanate). Reagents/catalysts: C(C)N(CC)CC (triethylamine), C(CCCCCCCCCCC)(=O)[O-].C(CCCCCCCCCCC)(=O)[O-].C(CCC)[Sn+2]CCCC (dibutyltin dilaurate). Run in C1=CC=CC=C1 (benzene). Yields the product C1(CCCCC1)NC(=O)OC1=CC=C(C=C1)N=C=S (p-Cyclohexylcarbamyloxyphenylisothiocyanate). As a reaction SMILES: [OH:1][C:2]1[CH:7]=[CH:6][C:5]([N:8]=[C:9]=[S:10])=[CH:4][CH:3]=1.[CH:11]1([N:17]=[C:18]=[O:19])[CH2:16][CH2:15][CH2:14][CH2:13][CH2:12]1>C1C=CC=CC=1.C(N(CC)CC)C.C([O-])(=O)CCCCCCCCCCC.C([O-])(=O)CCCCCCCCCCC.C([Sn+2]CCCC)CCC>[CH:11]1([NH:17][C:18]([O:1][C:2]2[CH:7]=[CH:6][C:5]([N:8]=[C:9]=[S:10])=[CH:4][CH:3]=2)=[O:19])[CH2:16][CH2:15][CH2:14][CH2:13][CH2:12]1 |f:4.5.6|. Reported procedure: By a procedure similar to that of Example I, the above compound (3.9 g., m.p. 170°-173° C.) was prepared from 3.8 g. (0.025 m.) of p-hydroxyphenylisothiocyanate and 3.2 g. (0.025 m.) of cyclohexylisocyanate, using 50 mls. of benzene as a solvent and 3 drops each of triethylamine and dibutyltin dilaurate as catalysts.